Dataset: the Open Reaction Database (ORD), a public repository of structured organic reaction records. Task: describe an organic reaction: reactants, conditions, products, and yield Starting materials: [H-].[Al+3].[Li+].[H-].[H-].[H-] (lithium aluminium hydride), C(C1=CC=CC=C1)C1(C(NC1)=O)C1=CC(=CC=C1)OC (3-benzyl-3-(3-methoxyphenyl)azetidin-2-one). Solvent: O1CCCC1 (tetrahydrofuran), O1CCCC1 (tetrahydrofuran). Yields the product C(C1=CC=CC=C1)C1(CNC1)C1=CC(=CC=C1)OC (3-benzyl-3-(3-methoxyphenyl)azetidine). Reaction SMILES: [H-].[Al+3].[Li+].[H-].[H-].[H-].[CH2:7]([C:14]1([C:19]2[CH:24]=[CH:23][CH:22]=[C:21]([O:25][CH3:26])[CH:20]=2)[CH2:17][NH:16][C:15]1=O)[C:8]1[CH:13]=[CH:12][CH:11]=[CH:10][CH:9]=1>O1CCCC1>[CH2:7]([C:14]1([C:19]2[CH:24]=[CH:23][CH:22]=[C:21]([O:25][CH3:26])[CH:20]=2)[CH2:15][NH:16][CH2:17]1)[C:8]1[CH:9]=[CH:10][CH:11]=[CH:12][CH:13]=1 |f:0.1.2.3.4.5|. Reported procedure: A 1M lithium aluminium hydride solution in tetrahydrofuran (14 ml, 14 mmol) was added to a stirred solution of 3-benzyl-3-(3-methoxyphenyl)azetidin-2-one (1.7 g, 6.36 mmol) in tetrahydrofuran and heated to reflux for 4 h. The solution was cooled and quenched by careful addition of a 2M sodium hydroxide solution and then extracted with ether. The organic phase was dried over sodium bicarbonate and purified on 12 g SiO2 using 20% methanol in dichloromethane (clear colourless oil). m=520 mg (32%) Reactants: C(C1=CC=CC=C1)(=O)C=1C(=C2C(=NC1)N(N=C2C)CC=2OC=CC2)N2CCNCC2 (5-Benzoyl-1-(2-furanyl)methyl-3-methyl-4-piperazinyl-1H-pyrazolo[3,4-b]pyridine), S(O)(O)(=O)=O (sulfuric acid). Yields the product C(C1=CC=CC=C1)C=1C(=C2C(=NC1)NN=C2C)N2CCNCC2 (5-benzyl-3-methyl-4-(1-piperazinyl)-1H-pyrazolo[3,4-b]-pyridine). As a reaction SMILES: [C:1]([C:9]1[C:10]([N:25]2[CH2:30][CH2:29][NH:28][CH2:27][CH2:26]2)=[C:11]2[C:17]([CH3:18])=[N:16][N:15](CC3OC=CC=3)[C:12]2=[N:13][CH:14]=1)(=O)[C:2]1[CH:7]=[CH:6][CH:5]=[CH:4][CH:3]=1.S(=O)(=O)(O)O>>[CH2:1]([C:9]1[C:10]([N:25]2[CH2:26][CH2:27][NH:28][CH2:29][CH2:30]2)=[C:11]2[C:17]([CH3:18])=[N:16][NH:15][C:12]2=[N:13][CH:14]=1)[C:2]1[CH:3]=[CH:4][CH:5]=[CH:6][CH:7]=1. Reported procedure: 5-Benzoyl-1-(2-furanyl)methyl-3-methyl-4-piperazinyl-1H-pyrazolo[3,4-b]pyridine is treated with concentrated sulfuric acid according to the procedure of Example 4 to obtain 5-benzyl-3-methyl-4-(1-piperazinyl)-1H-pyrazolo[3,4-b]-pyridine. Reactants: ClC=1C=C(C2=C(N1)N(N=C2)C(C)C)C(=O)NCC=2C(NC(=CC2C)C)=O (6-chloro-N-[(4,6-dimethyl-2-oxo-1,2-dihydro-3-pyridinyl)methyl]-1-(1-methylethyl)-1H-pyrazolo[3,4-b]pyridine-4-carboxamide), CNC (dimethylamine). Run in C(C)O (ethanol). The product is CN(C=1C=C(C2=C(N1)N(N=C2)C(C)C)C(=O)NCC=2C(NC(=CC2C)C)=O)C (6-(Dimethylamino)-N-[(4,6-dimethyl-2-oxo-1,2-dihydro-3-pyridinyl)methyl]-1-(1-methylethyl)-1H-pyrazolo[3,4-b]pyridine-4-carboxamide). As a reaction SMILES: Cl[C:2]1[CH:3]=[C:4]([C:14]([NH:16][CH2:17][C:18]2[C:19](=[O:26])[NH:20][C:21]([CH3:25])=[CH:22][C:23]=2[CH3:24])=[O:15])[C:5]2[CH:10]=[N:9][N:8]([CH:11]([CH3:13])[CH3:12])[C:6]=2[N:7]=1.[CH3:27][NH:28][CH3:29]>C(O)C>[CH3:27][N:28]([CH3:29])[C:2]1[CH:3]=[C:4]([C:14]([NH:16][CH2:17][C:18]2[C:19](=[O:26])[NH:20][C:21]([CH3:25])=[CH:22][C:23]=2[CH3:24])=[O:15])[C:5]2[CH:10]=[N:9][N:8]([CH:11]([CH3:13])[CH3:12])[C:6]=2[N:7]=1. Procedure details: The title compound was prepared in the same manner as described in example 21 from 6-chloro-N-[(4,6-dimethyl-2-oxo-1,2-dihydro-3-pyridinyl)methyl]-1-(1-methylethyl)-1H-pyrazolo[3,4-b]pyridine-4-carboxamide (23 mg, 0.062 mmol), ethanol (0.7 mL), and dimethylamine (0.461 mL, 0.923 mmol). The product was dried in vacuum oven at 50° C. for 5 hr and collected as 0.016 g (67%). LCMS E-S (M+H)=383.3. 1H NMR (400 MHz, DMSO-d6) δ ppm 1.44 (d, J=6.57 Hz, 6H), 2.05-2.25 (m, 6H), 3.14 (s, 6H), 4.34 (d, J=4....